From a dataset of the Open Reaction Database (ORD), a public repository of structured organic reaction records. describe an organic reaction: reactants, conditions, products, and yield Reactants: CCO, CC(=O)[O-], CO, Cl, O=c1[nH]c2c(n3ccnc13)C(=NO)c1cc(F)ccc1-2, N, [NH4+], O, [Zn]. Yields the product Cl, NC1c2cc(F)ccc2-c2[nH]c(=O)c3nccn3c21. Reaction SMILES: [CH3:26][CH2:27][OH:28].[CH3:2][C:3](=[O:4])[O-:5].[CH3:32][OH:33].[ClH:29].[F:6][c:7]1[cH:8][c:9]2[c:21]([cH:22][cH:23]1)-[c:12]1[c:11]([n:16]3[c:15]([c:14](=[O:20])[nH:13]1)[n:19][cH:18][cH:17]3)[C:10]2=[N:24][OH:25].[NH3:30].[NH4+:1].[OH2:31].[Zn:34]>>[ClH:29].[F:6][c:7]1[cH:8][c:9]2[c:21]([cH:22][cH:23]1)-[c:12]1[c:11]([n:16]3[c:15]([c:14](=[O:20])[nH:13]1)[n:19][cH:18][cH:17]3)[CH:10]2[NH2:24]. The reactants are O=C(NC1CCN(Cc2ccccc2)CC1)C(F)(F)F, CO, [H][H]. Yields the product O=C(NC1CCNCC1)C(F)(F)F. RXN SMILES: [CH2:1]([c:2]1[cH:3][cH:4][cH:5][cH:6][cH:7]1)[N:8]1[CH2:9][CH2:10][CH:11]([NH:14][C:15](=[O:16])[C:17]([F:18])([F:19])[F:20])[CH2:12][CH2:13]1.[CH3:23][OH:24].[H:21][H:22]>>[NH:8]1[CH2:9][CH2:10][CH:11]([NH:14][C:15](=[O:16])[C:17]([F:18])([F:19])[F:20])[CH2:12][CH2:13]1. Starting materials: C=C(C)c1cc(OC)cc2cc(-c3ccc(OC)cc3)oc12, C1CCOC1, CCO, [H][H]. Product: COc1ccc(-c2cc3cc(OC)cc(C(C)C)c3o2)cc1. RXN SMILES: [C:1](=[CH2:2])([CH3:3])[c:4]1[cH:5][c:6]([O:21][CH3:22])[cH:7][c:8]2[cH:9][c:10](-[c:13]3[cH:14][cH:15][c:16]([O:19][CH3:20])[cH:17][cH:18]3)[o:11][c:12]12.[CH2:28]1[O:29][CH2:30][CH2:31][CH2:32]1.[CH3:25][CH2:26][OH:27].[H:23][H:24]>>[CH:1]([CH3:2])([CH3:3])[c:4]1[cH:5][c:6]([O:21][CH3:22])[cH:7][c:8]2[cH:9][c:10](-[c:13]3[cH:14][cH:15][c:16]([O:19][CH3:20])[cH:17][cH:18]3)[o:11][c:12]12. Starting materials: IC1=CC=C(C=C1)CC(=O)O (2-(4-iodophenyl)acetic acid), NC=1SC=C(C1C(=O)OC)C (methyl 2-amino-4-methylthiophene-3-carboxylate). The product is IC1=CC=C(C=C1)CC(=O)NC=1SC=C(C1C(=O)OC)C (Methyl 2-(2-(4-iodophenyl)acetamido)-4-methylthiophene-3-carboxylate). Yield: 87.0%. Reaction SMILES: [I:1][C:2]1[CH:7]=[CH:6][C:5]([CH2:8][C:9]([OH:11])=O)=[CH:4][CH:3]=1.[NH2:12][C:13]1[S:14][CH:15]=[C:16]([CH3:22])[C:17]=1[C:18]([O:20][CH3:21])=[O:19]>>[I:1][C:2]1[CH:3]=[CH:4][C:5]([CH2:8][C:9]([NH:12][C:13]2[S:14][CH:15]=[C:16]([CH3:22])[C:17]=2[C:18]([O:20][CH3:21])=[O:19])=[O:11])=[CH:6][CH:7]=1. Procedure details: The title compound was synthesized in 87% yield according to protocol A from 2-(4-iodophenyl)acetic acid and methyl 2-amino-4-methylthiophene-3-carboxylate. 13C NMR (CDCl3) δ 167.5, 166.6, 149.8, 138.1, 134.8, 133.1, 131.4, 113.0, 112.3, 93.2, 51.5, 43.3, 17.8; MH+ 416.0. Reactants: COC(=O)c1ccoc1CBr, Cc1cc(C)cc(Sc2[nH]c(=O)[nH]c(=O)c2C(C)C)c1. Yields the product COC(=O)c1ccoc1Cn1c(Sc2cc(C)cc(C)c2)c(C(C)C)c(=O)[nH]c1=O. As a reaction SMILES: [Br:21][CH2:22][c:23]1[o:24][cH:25][cH:26][c:27]1[C:28](=[O:29])[O:30][CH3:31].[CH:1]([CH3:2])([CH3:3])[c:4]1[c:5](=[O:20])[nH:6][c:7](=[O:19])[nH:8][c:9]1[S:10][c:11]1[cH:12][c:13]([CH3:18])[cH:14][c:15]([CH3:17])[cH:16]1>>[CH:1]([CH3:2])([CH3:3])[c:4]1[c:5](=[O:20])[nH:6][c:7](=[O:19])[n:8]([CH2:22][c:23]2[o:24][cH:25][cH:26][c:27]2[C:28](=[O:29])[O:30][CH3:31])[c:9]1[S:10][c:11]1[cH:12][c:13]([CH3:18])[cH:14][c:15]([CH3:17])[cH:16]1. Reaction SMILES: [CH2:32]1[O:33][CH2:34][CH2:35][CH2:36]1.[CH2:8]([Li:9])[CH2:10][CH2:11][CH3:12].[CH3:13][Si:14]([CH:15]=[N+:16]=[N-:17])([CH3:18])[CH3:19].[CH3:37][C:38](=[O:39])[OH:40].[CH:1]([NH:2][CH:3]([CH3:4])[CH3:5])([CH3:6])[CH3:7].[NH2:20][c:21]1[n:22][c:23]([CH2:29][O:30][CH3:31])[cH:24][cH:25][c:26]1[CH:27]=[O:28]>>[CH:1]#[C:27][c:26]1[c:21]([NH2:20])[n:22][c:23]([CH2:29][O:30][CH3:31])[cH:24][cH:25]1. Product: C#Cc1ccc(COC)nc1N. Starting materials: C1CCOC1, [Li]CCCC, C[Si](C)(C)C=[N+]=[N-], CC(=O)O, CC(C)NC(C)C, COCc1ccc(C=O)c(N)n1. Starting materials: C1(CCCC1)NC1=NC(=NC(=C1C)C)NCC1=NC=CC=C1 (N4-cyclopentyl-5,6-dimethyl-N2-(pyridin-2-ylmethyl)pyrimidine-2,4-diamine), NC1C(CCCC1)O (2-aminocyclohexanol). Product: CC=1C(=NC(=NC1C)NCC1=NC=CC=C1)NC1C(CCCC1)O (2-({5,6-dimethyl-2-[(pyridin-2-ylmethyl)amino]pyrimidin-4-yl}amino)cyclohexanol). RXN SMILES: C1(N[C:7]2[C:12]([CH3:13])=[C:11]([CH3:14])[N:10]=[C:9]([NH:15][CH2:16][C:17]3[CH:22]=[CH:21][CH:20]=[CH:19][N:18]=3)[N:8]=2)CCCC1.[NH2:23][CH:24]1[CH2:29][CH2:28][CH2:27][CH2:26][CH:25]1[OH:30]>>[CH3:13][C:12]1[C:7]([NH:23][CH:24]2[CH2:29][CH2:28][CH2:27][CH2:26][CH:25]2[OH:30])=[N:8][C:9]([NH:15][CH2:16][C:17]2[CH:22]=[CH:21][CH:20]=[CH:19][N:18]=2)=[N:10][C:11]=1[CH3:14]. Procedure: The titled compound was synthesized according to the procedure described for preparation of N4-cyclopentyl-5,6-dimethyl-N2-(pyridin-2-ylmethyl)pyrimidine-2,4-diamine (Example 29) using 2-aminocyclohexanol instead of cyclopentanamine. The crude material was purified by column chromatography eluting with mixture of chloroform/ethanol/20% water solution of ammonia (200:10:1), and then the final product was washed with diethyl ether to afford the titled compound as a white solid. 1H NMR (400 MHz, me...